This data is from the Open Reaction Database (ORD), a public repository of structured organic reaction records. The task is: describe an organic reaction: reactants, conditions, products, and yield Solvent: O1CCOCC1 (dioxane). As a reaction SMILES: [O:1]=[C:2]([NH:22][CH:23]([C:28]1[CH:33]=[CH:32][CH:31]=[C:30]([C:34]([F:37])([F:36])[F:35])[CH:29]=1)[C:24]([F:27])([F:26])[F:25])/[CH:3]=[CH:4]/[C:5]1[CH:6]=[C:7]2[C:11](=[CH:12][CH:13]=1)[CH:10]([NH:14]C(=O)OC(C)(C)C)[CH2:9][CH2:8]2.Cl.O>O1CCOCC1>[NH2:14][CH:10]1[C:11]2[C:7](=[CH:6][C:5](/[CH:4]=[CH:3]/[C:2]([NH:22][CH:23]([C:28]3[CH:33]=[CH:32][CH:31]=[C:30]([C:34]([F:35])([F:36])[F:37])[CH:29]=3)[C:24]([F:25])([F:26])[F:27])=[O:1])=[CH:13][CH:12]=2)[CH2:8][CH2:9]1. The reactants are Cl (hydrochloric acid), O=C(/C=C/C=1C=C2CCC(C2=CC1)NC(OC(C)(C)C)=O)NC(C(F)(F)F)C1=CC(=CC=C1)C(F)(F)F (tert-butyl {5-[(1E)-3-oxo-3-({2,2,2-trifluoro-1-[3-(trifluoromethyl)phenyl]ethyl}-amino)prop-1-en-1-yl]-2,3-dihydro-1H-inden-1-yl}carbamate), O (water). Reaction conditions: time 8 hour. Procedure: 2.2 g of tert-butyl {5-[(1E)-3-oxo-3-({2,2,2-trifluoro-1-[3-(trifluoromethyl)phenyl]ethyl}-amino)prop-1-en-1-yl]-2,3-dihydro-1H-inden-1-yl}carbamate were dissolved in 40 ml of dioxane and admixed with 10 ml of semisaturated hydrochloric acid, and stirred at room temperature overnight. The reaction mixture was admixed with water and extracted with ethyl acetate. The combined organic phases were dried over sodium sulphate, filtered and concentrated. This gave 1.5 g of (2E)-3-(1-amino-2,3-dihydro-1... Yields the product NC1CCC2=CC(=CC=C12)/C=C/C(=O)NC(C(F)(F)F)C1=CC(=CC=C1)C(F)(F)F ((2E)-3-(1-Amino-2,3-dihydro-1H-inden-5-yl)-N-{2,2,2-trifluoro-1-[3-(trifluoromethyl)phenyl]-ethyl}acrylamide).